describe an organic reaction: reactants, conditions, products, and yield From a dataset of the Open Reaction Database (ORD), a public repository of structured organic reaction records. The reactants are [H-].[Al+3].[Li+].[H-].[H-].[H-] (lithium aluminium hydride), FC(C=1C=C(C=CC1)C1=CC=C(C=N1)C=O)(F)F (6-(3-Trifluoromethyl-phenyl)-pyridine-3-carbaldehyde), ice water, [OH-].[Na+] (NaOH). Run in O1CCCC1 (THF), O1CCCC1 (tetrahydrofuran). Reaction conditions: time 20 minute. Yields the product FC(C=1C=C(C=CC1)C1=CC=C(C=N1)CO)(F)F ([6-(3-Trifluoromethyl-phenyl)-pyridine-3-yl]-methanol). RXN SMILES: [H-].[Al+3].[Li+].[H-].[H-].[H-].[F:7][C:8]([F:24])([F:23])[C:9]1[CH:10]=[C:11]([C:15]2[N:20]=[CH:19][C:18]([CH:21]=[O:22])=[CH:17][CH:16]=2)[CH:12]=[CH:13][CH:14]=1.[OH-].[Na+]>O1CCCC1>[F:23][C:8]([F:7])([F:24])[C:9]1[CH:10]=[C:11]([C:15]2[N:20]=[CH:19][C:18]([CH2:21][OH:22])=[CH:17][CH:16]=2)[CH:12]=[CH:13][CH:14]=1 |f:0.1.2.3.4.5,7.8|. Procedure: 261 mg (6.87 mmol) lithium aluminium hydride were given to 20 ml tetrahydrofuran (THF) and stirred at room temperature (r.t.) for 20 min. A solution of 1.15 g (4.58 mmol) 6-(3-Trifluoromethyl-phenyl)-pyridine-3-carbaldehyde in 20 ml THF was added drop by drop within 15 min., and the mixture stirred for 3 h. 1.5 ml ice water and 0.6 ml 2 M NaOH were added slowly at 0° C. and stirred continued for 30 min. A formed salt precipitate was isolated by filtration and washed with THF. The combined THF-so... Reactants: BrCCBr (1,2-dibromoethane), ice water, FC1=CC=C2C(=CN(C2=C1)S(=O)(=O)C1=CC=CC=C1)C=1C=NNC1 (6-fluoro-1-(phenylsulfonyl)-3-(1H-pyrazol-4-yl)-1H-indole), FC1=CC=C2C(=CN(C2=C1)S(=O)(=O)C1=CC=CC=C1)C=1C=NNC1 (6-fluoro-1-(phenylsulfonyl)-3-(1H-pyrazol-4-yl)-1H-indole), [H-].[Na+] (NaH). Solvent: CN(C)C=O (DMF). Run at temperature 0 celsius, time 1 hour. Yields the product BrCCN1N=CC(=C1)C1=CN(C2=CC(=CC=C12)F)S(=O)(=O)C1=CC=CC=C1 (3-(1-(2-bromoethyl)-1H-pyrazol-4-yl)-6-fluoro-1-(phenylsulfonyl)-1H-indole). Isolated yield 36.5%. Reaction SMILES: [F:1][C:2]1[CH:10]=[C:9]2[C:5]([C:6]([C:20]3[CH:21]=[N:22][NH:23][CH:24]=3)=[CH:7][N:8]2[S:11]([C:14]2[CH:19]=[CH:18][CH:17]=[CH:16][CH:15]=2)(=[O:13])=[O:12])=[CH:4][CH:3]=1.[H-].[Na+].[Br:27][CH2:28][CH2:29]Br>CN(C=O)C>[Br:27][CH2:28][CH2:29][N:23]1[CH:24]=[C:20]([C:6]2[C:5]3[C:9](=[CH:10][C:2]([F:1])=[CH:3][CH:4]=3)[N:8]([S:11]([C:14]3[CH:15]=[CH:16][CH:17]=[CH:18][CH:19]=3)(=[O:12])=[O:13])[CH:7]=2)[CH:21]=[N:22]1 |f:1.2|. Reported procedure: To a solution of 6-fluoro-1-(phenylsulfonyl)-3-(1H-pyrazol-4-yl)-1H-indole (Intermediate 5; 1.0 g; 2.93 mmol) in DMF (50 mL) was added NaH (176 mg; 4.4 mmol; 60%) at 0° C. under nitrogen. The reaction mixture was stirred at 0° C. for 1 hour, added 1,2-dibromoethane (0.83 g; 4.4 mmol), warmed to r.t. and stirred overnight. The mixture was poured into ice-water (50 mL) and extracted by EtOAc (50 mL×3). The combined organic layers was washed with brine (100 mL), dried over anhydrous Na2SO4, concent... Reactants: Brc1ccc(Br)nc1, CN(C)C=O, CC(C)[Mg+], [Cl-], C1CCOC1, O. The product is O=Cc1ccc(Br)nc1. Reaction SMILES: [Br:1][c:2]1[n:3][cH:4][c:5]([Br:8])[cH:6][cH:7]1.[CH3:14][N:15]([CH:16]=[O:17])[CH3:18].[CH:10]([Mg+:11])([CH3:12])[CH3:13].[Cl-:9].[O:20]1[CH2:21][CH2:22][CH2:23][CH2:24]1.[OH2:19]>>[Br:1][c:2]1[n:3][cH:4][c:5]([CH:16]=[O:17])[cH:6][cH:7]1. Starting materials: CCO, Cl, O, CC1(C)OCC(C(O)CNC(=O)c2ccc(S(=O)(=O)Nc3c(F)cc(F)cc3F)cc2)O1. Product: O=C(NCC(O)C(O)CO)c1ccc(S(=O)(=O)Nc2c(F)cc(F)cc2F)cc1. As a reaction SMILES: [CH3:34][CH2:35][OH:36].[ClH:33].[OH2:37].[OH:1][CH:2]([CH2:3][NH:4][C:5]([c:6]1[cH:7][cH:8][c:9]([S:12]([NH:13][c:14]2[c:15]([F:22])[cH:16][c:17]([F:21])[cH:18][c:19]2[F:20])(=[O:23])=[O:24])[cH:10][cH:11]1)=[O:25])[CH:26]1[O:27][C:28]([CH3:31])([CH3:32])[O:29][CH2:30]1>>[OH:1][CH:2]([CH2:3][NH:4][C:5]([c:6]1[cH:7][cH:8][c:9]([S:12]([NH:13][c:14]2[c:15]([F:22])[cH:16][c:17]([F:21])[cH:18][c:19]2[F:20])(=[O:23])=[O:24])[cH:10][cH:11]1)=[O:25])[CH:26]([OH:27])[CH2:30][OH:29].